From a dataset of the Open Reaction Database (ORD), a public repository of structured organic reaction records. describe an organic reaction: reactants, conditions, products, and yield Reactants: Cl (hydrochloric acid), OC1=C(CO)C=CC(=C1)OCC(C1=CC=2C(CCC(C2C=C1)(C)C)(C)C)O (2-hydroxy-4-[2-hydroxy-2-(5,6,7,8-tetrahydro-5,5,8,8-tetramethyl-2naphthyl)ethoxy]benzyl alcohol), N1=CC=CC=C1 (pyridine), O (water), C(C)(=O)Cl (acetyl chloride). Conditions: temperature 0 celsius, time 4 hour. Product: C(C)(=O)OCC1=C(C=C(C=C1)OCC(C1=CC=2C(CCC(C2C=C1)(C)C)(C)C)O)OC(C)=O (2-Acetoxy-4-[2-hydroxy-2-(5,6,7,8-tetrahydro-5,5,8,8-tetramethyl-2-naphthyl)ethoxy]benzyl alcohol acetate). Reaction SMILES: [OH:1][C:2]1[CH:9]=[C:8]([O:10][CH2:11][CH:12]([OH:27])[C:13]2[CH:22]=[CH:21][C:20]3[C:19]([CH3:24])([CH3:23])[CH2:18][CH2:17][C:16]([CH3:26])([CH3:25])[C:15]=3[CH:14]=2)[CH:7]=[CH:6][C:3]=1[CH2:4][OH:5].N1[CH:33]=[CH:32]C=CC=1.[C:34](Cl)(=[O:36])[CH3:35].Cl.[OH2:39]>>[C:34]([O:5][CH2:4][C:3]1[CH:6]=[CH:7][C:8]([O:10][CH2:11][CH:12]([OH:27])[C:13]2[CH:22]=[CH:21][C:20]3[C:19]([CH3:23])([CH3:24])[CH2:18][CH2:17][C:16]([CH3:26])([CH3:25])[C:15]=3[CH:14]=2)=[CH:9][C:2]=1[O:1][C:32](=[O:39])[CH3:33])(=[O:36])[CH3:35]. Reported procedure: 1.2 g (3.23 mmol) of 2-hydroxy-4-[2-hydroxy-2-(5,6,7,8-tetrahydro-5,5,8,8-tetramethyl-2naphthyl)ethoxy]benzyl alcohol and 30 ml of pyridine are introduced into a flask and 345 ml (4.84 mmol) of acetyl chloride are added. The reaction mixture is stirred at 0° C. for 4 hours. It is poured into water, acidified with hydrochloric acid and extracted with ethyl acetate. The extract is washed with water, and the organic phase is separated, dried over sodium sulphate and evaporated. The residue obtained... Starting materials: ClC1=CC=2C3=C(N(C2C=C1)\C=C(/C)\C1=CC=C(C=C1)F)CCN(C3)C ((E)-8-Chloro-5-(2-(4-fluorophenyl)prop-1-enyl)-2-methyl-2,3,4,5-tetrahydro-1H-pyrido[4,3-b]indole). Reagents/catalysts: [Pd] (Pd—C). Run in CO (MeOH). Yields the product FC1=CC=C(C=C1)/C(=C/N1C2=C(C=3C=CC=CC13)CN(CC2)C)/C ((E)-5-(2-(4-fluorophenyl)prop-1-enyl)-2-methyl-2,3,4,5-tetrahydro-1H-pyrido[4,3-b]indole). As a reaction SMILES: Cl[C:2]1[CH:10]=[CH:9][C:8]2[N:7](/[CH:11]=[C:12](/[C:14]3[CH:19]=[CH:18][C:17]([F:20])=[CH:16][CH:15]=3)\[CH3:13])[C:6]3[CH2:21][CH2:22][N:23]([CH3:25])[CH2:24][C:5]=3[C:4]=2[CH:3]=1>CO.[Pd]>[F:20][C:17]1[CH:18]=[CH:19][C:14](/[C:12](/[CH3:13])=[CH:11]/[N:7]2[C:8]3[CH:9]=[CH:10][CH:2]=[CH:3][C:4]=3[C:5]3[CH2:24][N:23]([CH3:25])[CH2:22][CH2:21][C:6]2=3)=[CH:15][CH:16]=1. Procedure: (E)-8-Chloro-5-(2-(4-fluorophenyl)prop-1-enyl)-2-methyl-2,3,4,5-tetrahydro-1H-pyrido[4,3-b]indole (0.200 g) was dissolved in MeOH which was hydrogenated over 10% Pd—C at 40° C. and 30 bars H2. The progress of reaction was monitored by TLC. The solvent was evaporated and the residue was purified by HPLC. 1H NMR (CDCl3, TFA salt) δ (ppm): 7.58 (m, 2H), 7.42 (m, 1H), 7.25 (m, 3H), 7.15 (m, 2H), 6.80 (s, 1H), 4.80 (m, 1H), 4.20 (m, 1H), 3.90 (m, 1H), 3.35 (m, 2H), 3.05 (s, 3H), 2.90 (m, 1H), 1.95 (s... Procedure details: In 88 ml of ethanol is dissolved 17.48 g of isobutyl 2,5-diisobutoxybenzoate. After adding 33 ml of 5 mol/L sodium hydroxide solution, the mixture is stirred at ambient temperature for 30 minutes. Chloroform and water are added to the reaction mixture, pH is adjusted to 2 with 6 mol/L hydrochloric acid, and the organic layer is separated. The organic layer is washed with water and saturated aqueous solution of sodium chloride successively and dried over anhydrous magnesium sulfate, and then the ... Reactants: C(Cl)(Cl)Cl (Chloroform), Cl (hydrochloric acid), [OH-].[Na+] (sodium hydroxide), C(C(C)C)OC1=C(C(=O)OCC(C)C)C=C(C=C1)OCC(C)C (isobutyl 2,5-diisobutoxybenzoate). Solvent: O (water), C(C)O (ethanol). Yield: 84.2%. Reaction SMILES: [CH2:1]([O:5][C:6]1[CH:18]=[CH:17][C:16]([O:19][CH2:20][CH:21]([CH3:23])[CH3:22])=[CH:15][C:7]=1[C:8]([O:10]CC(C)C)=[O:9])[CH:2]([CH3:4])[CH3:3].[OH-].[Na+].C(Cl)(Cl)Cl.Cl>C(O)C.O>[CH2:1]([O:5][C:6]1[CH:18]=[CH:17][C:16]([O:19][CH2:20][CH:21]([CH3:23])[CH3:22])=[CH:15][C:7]=1[C:8]([OH:10])=[O:9])[CH:2]([CH3:4])[CH3:3] |f:1.2|. The product is C(C(C)C)OC1=C(C(=O)O)C=C(C=C1)OCC(C)C (2,5-diisobutoxybenzoic acid). Run at time 30 minute. The reactants are C(C1=CC=CC=C1)(=O)Cl (benzoyl chloride), solution, C(CCC)[Li] (butyllithium), CC(CCOC1CCC(N1)=O)C (5-(3-methylbutoxy) pyrrolidin-2-one). Run in O1CCCC1 (tetrahydrofuran), CCCCCC (hexane), O1CCCC1 (tetrahydrofuran). The product is C(C1=CC=CC=C1)(=O)N1C(CCC1OCCC(C)C)=O (1-benzoyl 5-(3-methylbutoxy) pyrrolidin-2-one). Reaction SMILES: C([Li])CCC.[CH3:6][CH:7]([CH3:17])[CH2:8][CH2:9][O:10][CH:11]1[NH:15][C:14](=[O:16])[CH2:13][CH2:12]1.[C:18](Cl)(=[O:25])[C:19]1[CH:24]=[CH:23][CH:22]=[CH:21][CH:20]=1>CCCCCC.O1CCCC1>[C:18]([N:15]1[CH:11]([O:10][CH2:9][CH2:8][CH:7]([CH3:17])[CH3:6])[CH2:12][CH2:13][C:14]1=[O:16])(=[O:25])[C:19]1[CH:24]=[CH:23][CH:22]=[CH:21][CH:20]=1. Procedure details: 12.8 cm3 of a 1.5M solution of butyllithium in hexane is added at -70° C. to a solution of 3.3 g of 5-(3-methylbutoxy) pyrrolidin-2-one in 140 cm3 of tetrahydrofuran. The mixture is maintained for 20 minutes at this temperature, then a solution of 2.7 g of benzoyl chloride in 20 cm3 of tetrahydrofuran is added. The solution is returned to ambient temperature, concentrated to dryness under reduced pressure and chromatographed on silica (eluent: hexane-ethyl acetate 7-3) 3.5 g of expected product ...